From a dataset of the Open Reaction Database (ORD), a public repository of structured organic reaction records. describe an organic reaction: reactants, conditions, products, and yield Starting materials: CC(C)COC(=O)c1ccccc1O, CN(C)c1ccncc1, COc1cc2nccc(Cl)c2cc1OC, Clc1ccccc1Cl. The product is COc1cc2nccc(Oc3ccccc3C(=O)OCC(C)C)c2cc1OC. Reaction SMILES: [C:16]([c:17]1[c:18]([OH:19])[cH:20][cH:21][cH:22][cH:23]1)(=[O:24])[O:25][CH2:26][CH:27]([CH3:28])[CH3:29].[CH3:30][N:31]([CH3:32])[c:33]1[cH:34][cH:35][n:36][cH:37][cH:38]1.[Cl:1][c:2]1[cH:3][cH:4][n:5][c:6]2[cH:7][c:8]([O:14][CH3:15])[c:9]([O:12][CH3:13])[cH:10][c:11]12.[Cl:39][c:40]1[cH:41][cH:42][cH:43][cH:44][c:45]1[Cl:46]>>[c:2]1([O:19][c:18]2[c:17]([C:16](=[O:24])[O:25][CH2:26][CH:27]([CH3:28])[CH3:29])[cH:23][cH:22][cH:21][cH:20]2)[cH:3][cH:4][n:5][c:6]2[cH:7][c:8]([O:14][CH3:15])[c:9]([O:12][CH3:13])[cH:10][c:11]12.